This data is from the Open Reaction Database (ORD), a public repository of structured organic reaction records. The task is: describe an organic reaction: reactants, conditions, products, and yield Reactants: triethyl phosphonoacetate, C(C)(=O)OCC (Ethyl acetate), [H-].[Na+] (sodium hydride), FC(C1=CC=C(C=O)C=C1)(F)F (4-(trifluoromethyl)benzaldehyde). Run in CCCCCC (hexane), COCCOC (1,2-dimethoxyethane). Run at temperature 0 celsius, time 15 minute. Yields the product FC(C1=CC=C(/C=C/C(=O)OCC)C=C1)(F)F (Ethyl trans-4-(trifluoromethyl)cinnamate). Isolated yield 98.0%. RXN SMILES: [H-].[Na+].[F:3][C:4]([F:14])([F:13])[C:5]1[CH:12]=[CH:11][C:8]([CH:9]=O)=[CH:7][CH:6]=1.[C:15]([O:18][CH2:19][CH3:20])(=[O:17])[CH3:16]>CCCCCC.COCCOC>[F:3][C:4]([F:14])([F:13])[C:5]1[CH:12]=[CH:11][C:8](/[CH:9]=[CH:16]/[C:15]([O:18][CH2:19][CH3:20])=[O:17])=[CH:7][CH:6]=1 |f:0.1|. Procedure: After 903 mg (20.7 mmol) of 55% sodium hydride were washed with hexane, it was suspended in 60 ml of 1,2-dimethoxyethane, and 4.63 g (20.7 mmol) of triethyl phosphonoacetate were added dropwise thereto while the suspension was stirred at 0° C. under nitrogen atmosphere. After 15 minutes, 2.00 g (11.5 mmol) of 4-(trifluoromethyl)benzaldehyde were added to the resulting mixture at the same temperature, followed by stirring of the mixture for 15 minutes. Ethyl acetate was added to the reaction mixt... Reactants: CN1C(=O)CC(=O)N(C)C1=O, CN(C)c1ccncc1, CN1C(=O)C(C(=O)C(Cl)Cl)C(=O)N(C)C1=O, ClCCl, O=C(O)C(c1ccccc1)c1ccccc1. Yields the product CN1C(=O)C(C(=O)C(c2ccccc2)c2ccccc2)C(=O)N(C)C1=O. RXN SMILES: [CH3:1][N:2]1[C:3](=[O:4])[N:5]([CH3:11])[C:6](=[O:7])[CH2:8][C:9]1=[O:10].[CH3:44][N:45]([CH3:46])[c:47]1[cH:48][cH:49][n:50][cH:51][cH:52]1.[Cl:28][CH:29]([Cl:30])[C:31]([CH:32]1[C:33](=[O:34])[N:35]([CH3:36])[C:37](=[O:38])[N:39]([CH3:40])[C:41]1=[O:42])=[O:43].[Cl:53][CH2:54][Cl:55].[c:12]1([CH:18]([C:19](=[O:20])[OH:21])[c:22]2[cH:23][cH:24][cH:25][cH:26][cH:27]2)[cH:13][cH:14][cH:15][cH:16][cH:17]1>>[CH3:1][N:2]1[C:3](=[O:4])[N:5]([CH3:11])[C:6](=[O:7])[CH:8]([C:19]([CH:18]([c:12]2[cH:13][cH:14][cH:15][cH:16][cH:17]2)[c:22]2[cH:23][cH:24][cH:25][cH:26][cH:27]2)=[O:20])[C:9]1=[O:10]. The reactants are C(C)(=O)N(N)C(COCC=1NC(=C(C(C1C(=O)OCC)C1=C(C(=CC=C1)Cl)Cl)C(=O)OC)C)=O (1-acetyl-2-{[4-(2,3-dichlorophenyl)-3-ethoxycarbonyl-5-methoxycarbonyl-6-methyl-1,4-dihydropyridin-2-yl]methoxy}acetylhydrazine), COC=1C=CC(=CC1)P2(=S)SP(=S)(S2)C=3C=CC(=CC3)OC (Lawesson's reagent), C(C)#N (acetonitrile). Conditions: time 24 hour. Product: ClC1=C(C=CC=C1Cl)C1C(=C(NC(=C1C(=O)OC)C)COCC=1SC(=NN1)C)C(=O)OCC (2-{[4-(2,3-Dichlorophenyl)-3-ethoxycarbonyl-5-methoxycarbonyl-6-methyl-1,4-dihydropyridin-2-yl]methoxymethyl}-5-methyl-1,3,4-thiadiazole). RXN SMILES: C([N:4]([C:6](=O)[CH2:7][O:8][CH2:9][C:10]1[NH:11][C:12]([CH3:33])=[C:13]([C:29]([O:31][CH3:32])=[O:30])[CH:14]([C:21]2[CH:26]=[CH:25][CH:24]=[C:23]([Cl:27])[C:22]=2[Cl:28])[C:15]=1[C:16]([O:18][CH2:19][CH3:20])=[O:17])[NH2:5])(=O)C.COC1C=CC(P2(SP(C3C=CC(OC)=CC=3)(=S)S2)=[S:44])=CC=1.[C:57](#N)[CH3:58]>>[Cl:28][C:22]1[C:23]([Cl:27])=[CH:24][CH:25]=[CH:26][C:21]=1[CH:14]1[C:13]([C:29]([O:31][CH3:32])=[O:30])=[C:12]([CH3:33])[NH:11][C:10]([CH2:9][O:8][CH2:7][C:6]2[S:44][C:57]([CH3:58])=[N:5][N:4]=2)=[C:15]1[C:16]([O:18][CH2:19][CH3:20])=[O:17]. Procedure details: A mixture of 1-acetyl-2-{[4-(2,3-dichlorophenyl)-3-ethoxycarbonyl-5-methoxycarbonyl-6-methyl-1,4-dihydropyridin-2-yl]methoxy}acetylhydrazine (1.50 g) and Lawesson's reagent (1.18 g) in acetonitrile (50 ml) was stirred at room temperature for 24 hours and then evaporated. The residue was purified by chromatography on silica (t.l.c. grade, 20 g) using dichloromethane plus 40% v/v n-hexane followed by dichloromethane plus 0-1% v/v methanol as eluant. Appropriate fractions were combined and evaporat... Reactants: ClC1=CC=C(N)C=C1 (4-chloroaniline), C(CC(=O)C)(=O)OCC (ethyl acetoacetate), C(C)(=O)O (acetic acid). The solvent is C1(=CC=CC=C1)C (toluene). The product is ClC1=CC=C(C=C1)NC(=CC(=O)OCC)C (Ethyl 3-(4-Chlorophenylamino)but-2-enoate). Reaction SMILES: [Cl:1][C:2]1[CH:8]=[CH:7][C:5]([NH2:6])=[CH:4][CH:3]=1.[C:9]([O:15][CH2:16][CH3:17])(=[O:14])[CH2:10][C:11]([CH3:13])=O.C(O)(=O)C>C1(C)C=CC=CC=1>[Cl:1][C:2]1[CH:8]=[CH:7][C:5]([NH:6][C:11]([CH3:13])=[CH:10][C:9]([O:15][CH2:16][CH3:17])=[O:14])=[CH:4][CH:3]=1. Reported procedure: A solution of 70 g (0.54 mol) of 4-chloroaniline, 70 ml (0.54 mol) of ethyl acetoacetate, and 0.6 ml acetic acid in 400 ml toluene was heated in a Dean-Stark apparatus for 19 at 130° C. The mixture was evaporated, and the remaining crystalline precipitate stirred with diisopropylether and filtered. The filtrate was concentrated and the residue purified via column chromatography on silica gel with dichloromethane/hexane 4:1.